This data is from the Open Reaction Database (ORD), a public repository of structured organic reaction records. The task is: describe an organic reaction: reactants, conditions, products, and yield Reactants: B(O)(O)C1=C(C=CC=C1)S(=O)(=O)N(COCCOC)C1=C(C(=NO1)C)C (2-borono-N-(3,4-dimethyl-5-isoxazolyl)-N-[(2-methoxyethoxy)methyl]benzenesulfonamide), C([O-])([O-])=O.[Na+].[Na+] (sodium carbonate), BrC1=C(C=O)C=C(C=C1)C1=NC=CC=N1 (2-Bromo-5-(2-pyrimidinyl)benzaldehyde). Reagents/catalysts: [Pd].C1(=CC=CC=C1)P(C1=CC=CC=C1)C1=CC=CC=C1.C1(=CC=CC=C1)P(C1=CC=CC=C1)C1=CC=CC=C1.C1(=CC=CC=C1)P(C1=CC=CC=C1)C1=CC=CC=C1.C1(=CC=CC=C1)P(C1=CC=CC=C1)C1=CC=CC=C1 (tetrakis(triphenylphosphine)-palladium(0)). Solvent: CCO (EtOH), C1(=CC=CC=C1)C (toluene), O (water). Yields the product CC1=NOC(=C1C)NS(=O)(=O)C=1C(=CC=CC1)C1=C(C=C(C=C1)C1=NC=CC=N1)C=O (N-(3.4-Dimethyl-5-isoxazolyl)-2'-formyl-4'-(2-pyrimidinyl) [1,1-biphenyl]-2-sulfonamide). The yield is 116.3%. Reaction SMILES: B([C:4]1[CH:9]=[CH:8][CH:7]=[CH:6][C:5]=1[S:10]([N:13]([C:20]1[O:24][N:23]=[C:22]([CH3:25])[C:21]=1[CH3:26])COCCOC)(=[O:12])=[O:11])(O)O.C(=O)([O-])[O-].[Na+].[Na+].Br[C:34]1[CH:41]=[CH:40][C:39]([C:42]2[N:47]=[CH:46][CH:45]=[CH:44][N:43]=2)=[CH:38][C:35]=1[CH:36]=[O:37]>C1(C)C=CC=CC=1.CCO.O.[Pd].C1(P(C2C=CC=CC=2)C2C=CC=CC=2)C=CC=CC=1.C1(P(C2C=CC=CC=2)C2C=CC=CC=2)C=CC=CC=1.C1(P(C2C=CC=CC=2)C2C=CC=CC=2)C=CC=CC=1.C1(P(C2C=CC=CC=2)C2C=CC=CC=2)C=CC=CC=1>[CH3:25][C:22]1[C:21]([CH3:26])=[C:20]([NH:13][S:10]([C:5]2[C:4]([C:34]3[CH:41]=[CH:40][C:39]([C:42]4[N:47]=[CH:46][CH:45]=[CH:44][N:43]=4)=[CH:38][C:35]=3[CH:36]=[O:37])=[CH:9][CH:8]=[CH:7][CH:6]=2)(=[O:11])=[O:12])[O:24][N:23]=1 |f:1.2.3,8.9.10.11.12|. Reported procedure: To a solution of 0.554 g (1.188 mmol) of 2-borono-N-(3,4-dimethyl-5-isoxazolyl)-N-[(2-methoxyethoxy)methyl]benzenesulfonamide (prepared as described in U.S. patent application Ser. No. 08/603,975, filed Feb.20, 1996 by Murugesan et al. (Attorney Docket No. HA662d)) and 0.0578 g (0.05 mmol) of tetrakis(triphenylphosphine)-palladium(0) in 20 mL of toluene under argon, 10 mL of 2M aqueous sodium carbonate was added followed by 0.25 g (0.95 mmol) of the title compound of Step E added in 10 mL of 95%... The reactants are C(C)(C)NC(C)C (diisopropylamine), CN1C(CC1)=O (1-methyl-2-azetidinone), C(OCC)(OCC)=O (diethyl carbonate). Solvent: O1CCCC1 (tetrahydrofuran). Conditions: time 25 minute. Product: C(C)OC(=O)C1C(N(C1)C)=O (1-methyl-2-oxoazetidine-3-carboxylic acid ethyl ester). RXN SMILES: C(NC(C)C)(C)C.[CH3:8][N:9]1[CH2:12][CH2:11][C:10]1=[O:13].[C:14](=O)([O:18]CC)[O:15][CH2:16][CH3:17]>O1CCCC1>[CH2:16]([O:15][C:14]([CH:11]1[CH2:12][N:9]([CH3:8])[C:10]1=[O:13])=[O:18])[CH3:17]. Procedure details: Into tetrahydrofuran (20 ml) containing diisopropylamine (1.82 ml) is added 15% n-butyllithium-hexane (7.5 ml), and the mixture is stirred for 25 minutes. To this solution are added 1-methyl-2-azetidinone dropwise at -70° C. and after 20 minutes, diethyl carbonate (1.33 ml). After 2.5 hours stirring, reaction mixture is quenched with 10% hydrochloric acid (15 ml) and extracted with ethyl acetate. The solvent is evaporated to give 1-methyl-2-oxoazetidine-3-carboxylic acid ethyl ester (476 mg). Co...